From a dataset of the Open Reaction Database (ORD), a public repository of structured organic reaction records. describe an organic reaction: reactants, conditions, products, and yield Starting materials: C(#CCCCCCCCCCCC)C1=CC=C(C=CC(=O)OC)C=C1 (methyl 4-(1-tridecynyl)cinnamate), [H][H] (hydrogen). The reagents and catalysts are [Pd] (palladium). The solvent is N1=CC=CC=C1 (pyridine). Yields the product C(=C/CCCCCCCCCCC)/C1=CC=C(C=CC(=O)OC)C=C1 (Methyl 4-[(Z)-1-tridecenyl]cinnamate). Reaction SMILES: [C:1]([C:14]1[CH:25]=[CH:24][C:17]([CH:18]=[CH:19][C:20]([O:22][CH3:23])=[O:21])=[CH:16][CH:15]=1)#[C:2][CH2:3][CH2:4][CH2:5][CH2:6][CH2:7][CH2:8][CH2:9][CH2:10][CH2:11][CH2:12][CH3:13].[H][H]>N1C=CC=CC=1.[Pd]>[CH:1](/[C:14]1[CH:15]=[CH:16][C:17]([CH:18]=[CH:19][C:20]([O:22][CH3:23])=[O:21])=[CH:24][CH:25]=1)=[CH:2]/[CH2:3][CH2:4][CH2:5][CH2:6][CH2:7][CH2:8][CH2:9][CH2:10][CH2:11][CH2:12][CH3:13]. Procedure: A solution of methyl 4-(1-tridecynyl)cinnamate (1.020 g, 3 mmole from Example 4) in pyridine (20 ml) was hydrogenated in the presence of 5% palladium on barium sulphate (24 mg) until 1 equivalent of hydrogen was absorbed. After removal of the catalyst by filtration the solvent was removed to give the alkene as a pale yellow solid. Recrystallization from methanol gave 885 mg (87%) of pure (Z) alkene of mp 60°-62° C. indentical with that of Example 15. Reactants: C1CCOC1, COc1cc[nH]c1C=C1C(=O)Nc2cccc(C#CC(O)c3ccc(OCC(=O)OC(C)(C)C)cc3)c21, [Li+], [OH-], O, O. Yields the product COc1cc[nH]c1C=C1C(=O)Nc2cccc(C#CC(O)c3ccc(OCC(=O)O)cc3)c21. Reaction SMILES: [CH2:41]1[O:42][CH2:43][CH2:44][CH2:45]1.[CH3:1][C:2]([CH3:3])([CH3:4])[O:5][C:6]([CH2:7][O:8][c:9]1[cH:10][cH:11][c:12]([CH:15]([C:16]#[C:17][c:18]2[c:19]3[c:23]([cH:24][cH:25][cH:26]2)[NH:22][C:21](=[O:27])[C:20]3=[CH:28][c:29]2[nH:30][cH:31][cH:32][c:33]2[O:34][CH3:35])[OH:36])[cH:13][cH:14]1)=[O:37].[Li+:39].[OH-:38].[OH2:40].[OH2:46]>>[O:5]=[C:6]([CH2:7][O:8][c:9]1[cH:10][cH:11][c:12]([CH:15]([C:16]#[C:17][c:18]2[c:19]3[c:23]([cH:24][cH:25][cH:26]2)[NH:22][C:21](=[O:27])[C:20]3=[CH:28][c:29]2[nH:30][cH:31][cH:32][c:33]2[O:34][CH3:35])[OH:36])[cH:13][cH:14]1)[OH:37].